Dataset: the Open Reaction Database (ORD), a public repository of structured organic reaction records. Task: describe an organic reaction: reactants, conditions, products, and yield The reactants are CSc1ncc(Br)c(=O)n1C, Cc1ccccc1, ClCCl, COc1ccc(B(O)O)cc1F, [K+], [K+], [K+], O=C(C=Cc1ccccc1)C=Cc1ccccc1, O=C(C=Cc1ccccc1)C=Cc1ccccc1, O=C(C=Cc1ccccc1)C=Cc1ccccc1, O=P([O-])([O-])[O-], [Pd], [Pd]. Product: COc1ccc(-c2cnc(SC)n(C)c2=O)cc1F. As a reaction SMILES: [Br:1][c:2]1[c:3](=[O:11])[n:4]([CH3:10])[c:5]([S:8][CH3:9])[n:6][cH:7]1.[CH3:32][c:33]1[cH:34][cH:35][cH:36][cH:37][cH:38]1.[Cl:39][CH2:40][Cl:41].[F:12][c:13]1[cH:14][c:15]([B:21]([OH:22])[OH:23])[cH:16][cH:17][c:18]1[O:19][CH3:20].[K+:29].[K+:30].[K+:31].[O:44]=[C:45]([CH:46]=[CH:47][c:48]1[cH:49][cH:50][cH:51][cH:52][cH:53]1)[CH:54]=[CH:55][c:56]1[cH:57][cH:58][cH:59][cH:60][cH:61]1.[O:62]=[C:63]([CH:64]=[CH:65][c:66]1[cH:67][cH:68][cH:69][cH:70][cH:71]1)[CH:72]=[CH:73][c:74]1[cH:75][cH:76][cH:77][cH:78][cH:79]1.[O:80]=[C:81]([CH:82]=[CH:83][c:84]1[cH:85][cH:86][cH:87][cH:88][cH:89]1)[CH:90]=[CH:91][c:92]1[cH:93][cH:94][cH:95][cH:96][cH:97]1.[P:24]([O-:25])([O-:26])([O-:27])=[O:28].[Pd:42].[Pd:43]>>[c:2]1(-[c:15]2[cH:14][c:13]([F:12])[c:18]([O:19][CH3:20])[cH:17][cH:16]2)[c:3](=[O:11])[n:4]([CH3:10])[c:5]([S:8][CH3:9])[n:6][cH:7]1. Starting materials: C(Cl)Cl (CH2Cl2), C(=O)([O-])[O-].[Na+].[Na+] (Na2CO3), BrC1=CC=CC(=N1)NCC1CCOCC1 (6-bromo-N-((tetrahydro-2H-pyran-4-yl)methyl)pyridin-2-amine), ClC=1C(=CC(=NC1)F)B(O)O (5-chloro-2-fluoropyridin-4-ylboronic acid). The reagents and catalysts are C1=CC=C(C=C1)P([C-]2C=CC=C2)C3=CC=CC=C3.C1=CC=C(C=C1)P([C-]2C=CC=C2)C3=CC=CC=C3.Cl[Pd]Cl.[Fe+2] (PdCl2(dppf)). Run in COCCOC (DME), CCOC(=O)C (EtOAc), CO (MeOH). Product: ClC=1C(=CC(=NC1)F)C1=NC(=CC=C1)NCC1CCOCC1 (5′-chloro-2′-fluoro-N-((tetrahydro-2H-pyran-4-yl)methyl)-2,4′-bipyridin-6-amine). The yield is 80.8%. Reaction SMILES: Br[C:2]1[N:7]=[C:6]([NH:8][CH2:9][CH:10]2[CH2:15][CH2:14][O:13][CH2:12][CH2:11]2)[CH:5]=[CH:4][CH:3]=1.[Cl:16][C:17]1[C:18](B(O)O)=[CH:19][C:20]([F:23])=[N:21][CH:22]=1.C(Cl)Cl.C([O-])([O-])=O.[Na+].[Na+]>COCCOC.CCOC(C)=O.CO.C1C=CC(P(C2C=CC=CC=2)[C-]2C=CC=C2)=CC=1.C1C=CC(P(C2C=CC=CC=2)[C-]2C=CC=C2)=CC=1.Cl[Pd]Cl.[Fe+2]>[Cl:16][C:17]1[C:18]([C:2]2[CH:3]=[CH:4][CH:5]=[C:6]([NH:8][CH2:9][CH:10]3[CH2:15][CH2:14][O:13][CH2:12][CH2:11]3)[N:7]=2)=[CH:19][C:20]([F:23])=[N:21][CH:22]=1 |f:3.4.5,9.10.11.12|. Procedure details: A mixture of 6-bromo-N-((tetrahydro-2H-pyran-4-yl)methyl)pyridin-2-amine (C, 271 mg, 1 mmol), 5-chloro-2-fluoropyridin-4-ylboronic acid (351 mg, 2.000 mmol), PdCl2(dppf).CH2Cl2 adduct (82 mg, 0.100 mmol) in DME (4.5 mL) and 2M Na2CO3 (318 mg, 3.00 mmol) was heated in a sealed tube at about 103° C. for about 2 hr. The mixture then was cooled to ambient temperature, diluted with EtOAc (˜25 mL) and MeOH (˜5 mL), filtered, and concentrated in vacuo to yield a resulting residue. The resulting residue... Reactants: CCOC(=O)C1=Cc2cc(Cl)cc(I)c2OC1C(F)(F)F, [Cu]I, C#Cc1cccc(F)c1, c1ccc(P(c2ccccc2)(c2ccccc2)[Pd](P(c2ccccc2)(c2ccccc2)c2ccccc2)(P(c2ccccc2)(c2ccccc2)c2ccccc2)P(c2ccccc2)(c2ccccc2)c2ccccc2)cc1. Product: CCOC(=O)C1=Cc2cc(Cl)cc(C#Cc3cccc(F)c3)c2OC1C(F)(F)F. RXN SMILES: [CH2:1]([CH3:2])[O:3][C:4](=[O:5])[C:6]1=[CH:15][c:14]2[c:9]([c:10]([I:17])[cH:11][c:12]([Cl:16])[cH:13]2)[O:8][CH:7]1[C:18]([F:19])([F:20])[F:21].[Cu:108][I:109].[F:22][c:23]1[cH:24][c:25]([C:29]#[CH:30])[cH:26][cH:27][cH:28]1.[cH:31]1[cH:32][cH:33][c:34]([P:35]([Pd:36]([P:37]([c:38]2[cH:39][cH:40][cH:41][cH:42][cH:43]2)([c:44]2[cH:45][cH:46][cH:47][cH:48][cH:49]2)[c:50]2[cH:51][cH:52][cH:53][cH:54][cH:55]2)([P:56]([c:57]2[cH:58][cH:59][cH:60][cH:61][cH:62]2)([c:63]2[cH:64][cH:65][cH:66][cH:67][cH:68]2)[c:69]2[cH:70][cH:71][cH:72][cH:73][cH:74]2)[P:75]([c:76]2[cH:77][cH:78][cH:79][cH:80][cH:81]2)([c:82]2[cH:83][cH:84][cH:85][cH:86][cH:87]2)[c:88]2[cH:89][cH:90][cH:91][cH:92][cH:93]2)([c:94]2[cH:95][cH:96][cH:97][cH:98][cH:99]2)[c:100]2[cH:101][cH:102][cH:103][cH:104][cH:105]2)[cH:106][cH:107]1>>[CH2:1]([CH3:2])[O:3][C:4](=[O:5])[C:6]1=[CH:15][c:14]2[c:9]([c:10]([C:30]#[C:29][c:25]3[cH:24][c:23]([F:22])[cH:28][cH:27][cH:26]3)[cH:11][c:12]([Cl:16])[cH:13]2)[O:8][CH:7]1[C:18]([F:19])([F:20])[F:21]. The reactants are COc1ccccc1N1CCN(C(=O)C(Cl)c2ccccc2)CC1, [H-], [Na+], CN(C)C=O, Oc1ccccc1. Product: COc1ccccc1N1CCN(C(=O)C(Oc2ccccc2)c2ccccc2)CC1. RXN SMILES: [CH3:10][O:11][c:12]1[c:13]([N:18]2[CH2:19][CH2:20][N:21]([C:24]([CH:25]([c:26]3[cH:27][cH:28][cH:29][cH:30][cH:31]3)[Cl:32])=[O:33])[CH2:22][CH2:23]2)[cH:14][cH:15][cH:16][cH:17]1.[H-:1].[Na+:2].[O:34]=[CH:35][N:36]([CH3:37])[CH3:38].[OH:3][c:4]1[cH:5][cH:6][cH:7][cH:8][cH:9]1>>[O:3]([c:4]1[cH:5][cH:6][cH:7][cH:8][cH:9]1)[CH:25]([C:24]([N:21]1[CH2:20][CH2:19][N:18]([c:13]2[c:12]([O:11][CH3:10])[cH:17][cH:16][cH:15][cH:14]2)[CH2:23][CH2:22]1)=[O:33])[c:26]1[cH:27][cH:28][cH:29][cH:30][cH:31]1.